Dataset: the Open Reaction Database (ORD), a public repository of structured organic reaction records. Task: describe an organic reaction: reactants, conditions, products, and yield The reactants are [C]=O (carbon monoxide), C1(=CC=CC=C1)C (Toluene), C(C)(C)(C)OOC(C)(C)C (di-tert-butyl peroxide), Pd(Xantphos)Cl2, [C]=O (carbon monoxide), C(CCC)O (n-butanol). Reaction conditions: temperature 120 celsius, time 16 hour. Product: C1(=CC=CC=C1)CC(=O)OCCCC (n-butyl phenylacetate). The yield is 67.7%. RXN SMILES: [C:1]1([CH3:7])[CH:6]=[CH:5][CH:4]=[CH:3][CH:2]=1.[C:8]([O:12]OC(C)(C)C)(C)(C)C.[C]=O.[CH2:20]([OH:24])[CH2:21][CH2:22][CH3:23]>>[C:1]1([CH2:7][C:8]([O:24][CH2:20][CH2:21][CH2:22][CH3:23])=[O:12])[CH:6]=[CH:5][CH:4]=[CH:3][CH:2]=1 |^3:17|. Reported procedure: Toluene (1.38 g), n-butanol (74 mg), di-tert-butyl peroxide (73 mg, 1 equivalent), and Pd(Xantphos)Cl2 (3.8 mg, 1 mol %) were added into a reaction kettle, into which 10 atm carbon monoxide was introduced. The reaction was heated to 120° C., and stirred at this constant temperature for 16 h. After the reaction was completed, carbon monoxide was discharged, and 65 mg n-butyl phenylacetate was obtained by column chromatography, in a yield of 68%. 1HNMR (400 MHz, CDCl3) δ 0.88 (t, J=7.6 Hz, 3H), 1.... The reactants are C(C)(=O)OC=1C(=C(C(=O)O)C=CC1)C (3-acetoxy-2-methylbenzoic acid), S(=O)(Cl)Cl (thionyl chloride). Product: C(C)(=O)OC=1C(=C(C(=O)Cl)C=CC1)C (3-acetoxy-2-methylbenzoyl chloride). RXN SMILES: [C:1]([O:4][C:5]1[C:6]([CH3:14])=[C:7]([CH:11]=[CH:12][CH:13]=1)[C:8](O)=[O:9])(=[O:3])[CH3:2].S(Cl)([Cl:17])=O>>[C:1]([O:4][C:5]1[C:6]([CH3:14])=[C:7]([CH:11]=[CH:12][CH:13]=1)[C:8]([Cl:17])=[O:9])(=[O:3])[CH3:2]. Procedure details: The 3-acetoxy-2-methylbenzoic acid (3) is then reacted, for example with thionyl chloride, to give 3-acetoxy-2-methylbenzoyl chloride (4) ##STR4## The product is C=CCc1c(C)noc1-c1ccc(Br)cc1. Reaction SMILES: [Br-:1].[Br:5][CH2:6][c:7]1[c:8]([CH3:19])[n:9][o:10][c:11]1-[c:12]1[cH:13][cH:14][c:15]([Br:18])[cH:16][cH:17]1.[CH2:20]1[O:21][CH2:22][CH2:23][CH2:24]1.[CH:2](=[CH2:3])[Mg+:4].[Cu:25][I:26]>>[CH:2](=[CH2:3])[CH2:6][c:7]1[c:8]([CH3:19])[n:9][o:10][c:11]1-[c:12]1[cH:13][cH:14][c:15]([Br:18])[cH:16][cH:17]1. The reactants are [Br-], Cc1noc(-c2ccc(Br)cc2)c1CBr, C1CCOC1, C=C[Mg+], [Cu]I.